This data is from the Open Reaction Database (ORD), a public repository of structured organic reaction records. The task is: describe an organic reaction: reactants, conditions, products, and yield The reactants are CN(/C=C/C(=O)C1=NN(C=CC1=O)C1=CC(=CC=C1)OC(F)(F)F)C (3-((E)-3-dimethylamino-acryloyl)-1-(3-trifluoromethoxy-phenyl)-1H-pyridazin-4-one), C1(=CC=CC2=CC=CC=C12)NN (naphthalen-1-yl-hydrazine). Product: C1(=CC=CC2=CC=CC=C12)N1N=CC=C1C1=NN(C=CC1=O)C1=CC(=CC=C1)OC(F)(F)F (3-(2-Naphthalen-1-yl-2H-pyrazol-3-yl)-1-(3-trifluoromethoxy-phenyl)-1H-pyridazin-4-one). RXN SMILES: C[N:2](C)/[CH:3]=[CH:4]/[C:5]([C:7]1[C:12](=[O:13])[CH:11]=[CH:10][N:9]([C:14]2[CH:19]=[CH:18][CH:17]=[C:16]([O:20][C:21]([F:24])([F:23])[F:22])[CH:15]=2)[N:8]=1)=O.[C:26]1([NH:36]N)[C:35]2[C:30](=[CH:31][CH:32]=[CH:33][CH:34]=2)[CH:29]=[CH:28][CH:27]=1>>[C:26]1([N:36]2[C:5]([C:7]3[C:12](=[O:13])[CH:11]=[CH:10][N:9]([C:14]4[CH:19]=[CH:18][CH:17]=[C:16]([O:20][C:21]([F:24])([F:23])[F:22])[CH:15]=4)[N:8]=3)=[CH:4][CH:3]=[N:2]2)[C:35]2[C:30](=[CH:31][CH:32]=[CH:33][CH:34]=2)[CH:29]=[CH:28][CH:27]=1. Reported procedure: Reaction of 3-((E)-3-dimethylamino-acryloyl)-1-(3-trifluoromethoxy-phenyl)-1H-pyridazin-4-one (A-6) and naphthalen-1-yl-hydrazine according to example 43 gave the desired product. MS: M=449.0 (M+H)+ Starting materials: [Br-], O=C([O-])O, CC(C)(C)OCC(O)CF, [O-]Cl, ClCCl, [K+], [Na+], [Na+], [Na+], O, O=S([O-])O. The product is CC(C)(C)OCC(=O)CF. RXN SMILES: [Br-:17].[C:11](=[O:12])([OH:13])[O-:14].[C:1]([CH3:2])([CH3:3])([CH3:4])[O:5][CH2:6][CH:7]([CH2:8][F:9])[OH:10].[Cl:18][O-:19].[Cl:27][CH2:28][Cl:29].[K+:16].[Na+:15].[Na+:20].[Na+:25].[OH2:26].[S:21](=[O:22])([OH:23])[O-:24]>>[C:1]([CH3:2])([CH3:3])([CH3:4])[O:5][CH2:6][C:7]([CH2:8][F:9])=[O:10]. Reactants: BrC=1C(NC(=NC1N1N=CC=C1)N1N=CC=C1)=O (5-bromo-2,6-di(1H-pyrazol-1-yl)pyrimidin-4(3H)-one), BrC=1C(NC(=NC1N1N=CC=C1)N1N=CC=C1)=O (5-bromo-2,6-di(1H-pyrazol-1-yl)pyrimidin-4(3H)-one), S(=O)(Cl)Cl (thionyl chloride). Solvent: CN(C)C=O (DMF), C(Cl)Cl (DCM), C(Cl)Cl (DCM). The product is BrC=1C(=NC(=NC1N1N=CC=C1)N1N=CC=C1)Cl (5-bromo-4-chloro-2,6-di(1H-pyrazol-1-yl)pyrimidine). The yield is 61.2%. As a reaction SMILES: [Br:1][C:2]1[C:3](=O)[NH:4][C:5]([N:13]2[CH:17]=[CH:16][CH:15]=[N:14]2)=[N:6][C:7]=1[N:8]1[CH:12]=[CH:11][CH:10]=[N:9]1.S(Cl)([Cl:21])=O>CN(C=O)C.C(Cl)Cl>[Br:1][C:2]1[C:3]([Cl:21])=[N:4][C:5]([N:13]2[CH:17]=[CH:16][CH:15]=[N:14]2)=[N:6][C:7]=1[N:8]1[CH:12]=[CH:11][CH:10]=[N:9]1. Procedure details: To a solution of 1 g (3.26 mmol) of 5-bromo-2,6-di(1H-pyrazol-1-yl)pyrimidin-4(3H)-one (intermediate 8) in 10 ml of DMF and 40 ml of DCM was added dropwise a solution of 0.71 ml (9.8 mmol) of thionyl chloride in 10 ml DCM. The reaction mixture was refluxed for two hours, at which time no starting material was observed by TLC. The solution was extracted two times with 10 ml of saturated solution of NaHCO3 and Brine. The organic layer was separated, dried with MgSO4 and concentrated to give 0.65 g... Reactants: N1(CCOCC1)CCN1N=CC2=CC(=CC=C12)[N+](=O)[O-] (1-(2-morpholin-4-yl-ethyl)-5-nitro-1H-indazole), [Cl-].[NH4+] (ammonium chloride). The reagents and catalysts are [Fe] (iron). The solvent is C(C)O.O (ethanol H2O). Reaction conditions: time 15 minute. The product is N1(CCOCC1)CCN1N=CC2=CC(=CC=C12)N (1-(2-morpholin-4-yl-ethyl)-1H-indazol-5-ylamine). Isolated yield 86.3%. As a reaction SMILES: [N:1]1([CH2:7][CH2:8][N:9]2[C:17]3[C:12](=[CH:13][C:14]([N+:18]([O-])=O)=[CH:15][CH:16]=3)[CH:11]=[N:10]2)[CH2:6][CH2:5][O:4][CH2:3][CH2:2]1.[Cl-].[NH4+]>[Fe].C(O)C.O>[N:1]1([CH2:7][CH2:8][N:9]2[C:17]3[C:12](=[CH:13][C:14]([NH2:18])=[CH:15][CH:16]=3)[CH:11]=[N:10]2)[CH2:6][CH2:5][O:4][CH2:3][CH2:2]1 |f:1.2,4.5|. Procedure details: A mixture of 1-(2-morpholin-4-yl-ethyl)-5-nitro-1H-indazole (4.3 g, 16 mmol), iron powder (8.8 g, 157 mmol), and ammonium chloride (430 mg, 8 mmol) in a 4:1 ethanol/H2O solution (75 mL) was heated to reflux for 3 hours, cooled to room temperature and concentrated under reduced pressure. The residue was taken up and stirred in triethylamine/ethyl acetate (1/4, 50 mL) for 15 minutes, filtered through a plug of silica gel and rinsed with triethylamine/ethyl acetate (1/4). The filtrate was concentra... Starting materials: CN(C)C(=O)Oc1cccc2ccccc12 (substrate), Cn2cnc1ccccc12 (effective_coupling_partner). The reagents and catalysts are dcype. Run at temperature 110 celsius, time 12 hour. The product is Cn4c(c1cccc2ccccc12)nc3ccccc34. Starting materials: C1CCOC1, C[Si](C)(C)[N-][Si](C)(C)C, CC(=O)Cl, N#Cc1cc(Cl)c(N)c(Cl)c1, ClCCl, Cl, [Na+], O. Yields the product CC(=O)Nc1c(Cl)cc(C#N)cc1Cl. Reaction SMILES: [CH2:27]1[O:28][CH2:29][CH2:30][CH2:31]1.[CH3:13][Si:14]([N-:15][Si:16]([CH3:17])([CH3:18])[CH3:19])([CH3:20])[CH3:21].[CH3:22][C:23]([Cl:24])=[O:25].[Cl:1][c:2]1[cH:3][c:4]([C:5]#[N:6])[cH:7][c:8]([Cl:11])[c:9]1[NH2:10].[Cl:33][CH2:34][Cl:35].[ClH:26].[Na+:12].[OH2:32]>>[Cl:1][c:2]1[cH:3][c:4]([C:5]#[N:6])[cH:7][c:8]([Cl:11])[c:9]1[NH:10][C:23]([CH3:22])=[O:25].